Dataset: the Open Reaction Database (ORD), a public repository of structured organic reaction records. Task: describe an organic reaction: reactants, conditions, products, and yield Starting materials: [BH4-].[Na+] (sodium borohydride), C1CCOC1 (THF), N1N=NC2=C1C=C(C=C2)C(C)=O (1-(1H-1,2,3-benzotriazol-6-yl)ethanone), CC(C)(C)[S@@](=O)[NH-] ((R)-(+)-2-methyl-2-propanesulfinylamide). The reagents and catalysts are [O-]CC.[Ti+4].[O-]CC.[O-]CC.[O-]CC (titanium(IV) ethoxide). The solvent is CCO (EtOH), O (water). Conditions: temperature 70 celsius, time 24 hour. Yields the product N1N=NC2=C1C=C(C=C2)[C@@H](C)NS(=O)C(C)(C)C (N-[(1R)-1-(1H-1,2,3-benzotriazol-6-yl)ethyl]-2-methylpropane-2-sulfinamide). Reaction SMILES: C1COCC1.[NH:6]1[C:10]2[CH:11]=[C:12]([C:15](=O)[CH3:16])[CH:13]=[CH:14][C:9]=2[N:8]=[N:7]1.[CH3:18][C:19]([S@:22]([NH-:24])=[O:23])([CH3:21])[CH3:20].[BH4-].[Na+]>[O-]CC.[Ti+4].[O-]CC.[O-]CC.[O-]CC.CCO.O>[NH:6]1[C:10]2[CH:11]=[C:12]([C@H:15]([NH:24][S:22]([C:19]([CH3:21])([CH3:20])[CH3:18])=[O:23])[CH3:16])[CH:13]=[CH:14][C:9]=2[N:8]=[N:7]1 |f:3.4,5.6.7.8.9|. Procedure: To a THF (25 ml) solution of 1-(1H-1,2,3-benzotriazol-6-yl)ethanone (1.85 g, 11.5 mmol), (R)-(+)-2-methyl-2-propanesulfinylamide (2.30 g, 18.9 mmol) and titanium(IV) ethoxide (25 ml) were added and the mixture was stirred for 24 hours at 70° C. Then, the mixture was cooled to 0° C. and sodium borohydride (1.5 mg, 40 mmol) was added. After stirring for 2 hours, water and EtOH were added to the mixture with stirring for 1 hour at room temperature. Filtration, evaporation gave N-[(1R)-1-(1H-1,2,3-b...